From a dataset of the Open Reaction Database (ORD), a public repository of structured organic reaction records. describe an organic reaction: reactants, conditions, products, and yield Reactants: S(=O)(Cl)Cl (thionyl chloride), C(=O)(O)C1=CN(C2=CC=CC=C12)C1=CC=NC2=C(C=CC=C12)C(F)(F)F (3-carboxy-1-(8-(trifluoromethyl)quinol-4-yl)-1H-indole). Yields the product Cl.ClC(=O)C1=CN(C2=CC=CC=C12)C1=CC=NC2=C(C=CC=C12)C(F)(F)F (3-chlorocarbonyl-1-(8-(trifluoromethyl)quinol-4-yl)-1H-indole hydrochloride). RXN SMILES: S(Cl)([Cl:3])=O.[C:5]([C:8]1[C:16]2[C:11](=[CH:12][CH:13]=[CH:14][CH:15]=2)[N:10]([C:17]2[C:26]3[C:21](=[C:22]([C:27]([F:30])([F:29])[F:28])[CH:23]=[CH:24][CH:25]=3)[N:20]=[CH:19][CH:18]=2)[CH:9]=1)(O)=[O:6]>>[ClH:3].[Cl:3][C:5]([C:8]1[C:16]2[C:11](=[CH:12][CH:13]=[CH:14][CH:15]=2)[N:10]([C:17]2[C:26]3[C:21](=[C:22]([C:27]([F:30])([F:29])[F:28])[CH:23]=[CH:24][CH:25]=3)[N:20]=[CH:19][CH:18]=2)[CH:9]=1)=[O:6] |f:2.3|. Procedure details: 5 cm3 of thionyl chloride are added to 0.5 g (1.4 mmol) of 3-carboxy-1-(8-(trifluoromethyl)quinol-4-yl)-1H-indole under an argon atmosphere. After stirring at reflux for 2 hours, the reaction mixture is concentrated to dryness under reduced pressure (2.7 kPa), successively triturated three times with 30 cm3 of dichloromethane and then concentrated to dryness under reduced pressure (2.7 kPa) to give 0.58 g of 3-chlorocarbonyl-1-(8-(trifluoromethyl)quinol-4-yl)-1H-indole hydrochloride in the form ... The reactants are Br, CC(C)(C)OC(=O)c1ccc(-n2c(C#N)cc3ccccc32)cc1, CC(=O)O. The product is N#Cc1cc2ccccc2n1-c1ccc(C(=O)O)cc1. Reaction SMILES: [BrH:25].[C:1]([CH3:2])([CH3:3])([CH3:4])[O:5][C:6](=[O:7])[c:8]1[cH:9][cH:10][c:11](-[n:14]2[c:15]([C:23]#[N:24])[cH:16][c:17]3[cH:18][cH:19][cH:20][cH:21][c:22]23)[cH:12][cH:13]1.[CH3:26][C:27](=[O:28])[OH:29]>>[O:5]=[C:6]([OH:7])[c:8]1[cH:9][cH:10][c:11](-[n:14]2[c:15]([C:23]#[N:24])[cH:16][c:17]3[cH:18][cH:19][cH:20][cH:21][c:22]23)[cH:12][cH:13]1. RXN SMILES: [Cl:1][C:2]1[CH:7]=[CH:6][CH:5]=[CH:4][C:3]=1[CH2:8][C:9](Cl)=[O:10].C(=O)=O.[CH3:15][C:16](C)=O.C(OCC)C>ClCCl.CCCCCC>[Cl:1][C:2]1[CH:7]=[CH:6][CH:5]=[C:4]2[C:3]=1[CH2:8][C:9](=[O:10])[CH2:16][CH2:15]2 |f:1.2|. Procedure: To a slurry of 46.5 gm (0.348 mole) AlC3 in 400 mL dichloromethane at -78° C. was added a solution of 32.76 gm (0.174 mole) of the previously prepared o-chlorophenylacetyl chloride in 100 mL dichloromethane dropwise over 1 hour. The dry ice/acetone bath then was replaced with an ice/water bath and ethylene was bubbled into the reaction mixture during which time the temperature rose to 15° C. The ethylene addition was discontinued at the end of the exotherm and the reaction mixture was stirred at... Reaction conditions: temperature 5 celsius, time 4 hour. The reactants are AlC3, ClC1=C(C=CC=C1)CC(=O)Cl (o-chlorophenylacetyl chloride), C(C)OCC (diethyl ether), C(=O)=O.CC(=O)C (dry ice acetone). The solvent is ClCCl (dichloromethane), ClCCl (dichloromethane), CCCCCC (hexane). The product is ClC=1C=CC=C2CCC(CC12)=O (8-chloro-2-tetralone). Starting materials: COC(=O)COc1cccc2c1c(C(=O)C(N)=O)c(C)n2Cc1c(Cl)cccc1Cl, CO, CCOC(C)=O, [Na+], [OH-], O. The product is Cc1c(C(=O)C(N)=O)c2c(OCC(=O)O)cccc2n1Cc1c(Cl)cccc1Cl. As a reaction SMILES: [CH3:1][O:2][C:3]([CH2:4][O:5][c:6]1[c:7]2[c:8]([C:25]([C:26](=[O:27])[NH2:28])=[O:29])[c:9]([CH3:24])[n:10]([CH2:15][c:16]3[c:17]([Cl:23])[cH:18][cH:19][cH:20][c:21]3[Cl:22])[c:11]2[cH:12][cH:13][cH:14]1)=[O:30].[CH3:33][OH:34].[CH3:35][CH2:36][O:37][C:38](=[O:39])[CH3:40].[Na+:32].[OH-:31].[OH2:41]>>[O:2]=[C:3]([CH2:4][O:5][c:6]1[c:7]2[c:8]([C:25]([C:26](=[O:27])[NH2:28])=[O:29])[c:9]([CH3:24])[n:10]([CH2:15][c:16]3[c:17]([Cl:23])[cH:18][cH:19][cH:20][c:21]3[Cl:22])[c:11]2[cH:12][cH:13][cH:14]1)[OH:30]. The reactants are [N+](=O)([O-])C1=CC=C(C(=O)N2C3=C(C(CCC2)=O)N=CC=C3)C=C1 (5,6,7,8-tetrahydro-5-(4-nitrobenzoyl)-9H-pyrido[3,2-b]azepin -9-one), C(C)(C)(C)OC(N(C)C)N(C)C (tert-butoxybis(dimethylamino)methane). Product: CN(C)C=C1C(C2=C(N(CC1)C(C1=CC=C(C=C1)[N+](=O)[O-])=O)C=CC=N2)=O (8[(Dimethylamino)methylene]-5,6,7,8-tetrahydro-5-(4-nitrobenzoyl)-9H-pyrido[3,2-b]azepin-9-one). As a reaction SMILES: [N+:1]([C:4]1[CH:23]=[CH:22][C:7]([C:8]([N:10]2[CH2:16][CH2:15][CH2:14][C:13](=[O:17])[C:12]3[N:18]=[CH:19][CH:20]=[CH:21][C:11]2=3)=[O:9])=[CH:6][CH:5]=1)([O-:3])=[O:2].C(O[CH:29](N(C)C)[N:30]([CH3:32])[CH3:31])(C)(C)C>>[CH3:29][N:30]([CH:32]=[C:14]1[CH2:15][CH2:16][N:10]([C:8](=[O:9])[C:7]2[CH:6]=[CH:5][C:4]([N+:1]([O-:3])=[O:2])=[CH:23][CH:22]=2)[C:11]2[CH:21]=[CH:20][CH:19]=[N:18][C:12]=2[C:13]1=[O:17])[CH3:31]. Procedure details: As described for Reference Example 221, 5,6,7,8-tetrahydro-5-(4-nitrobenzoyl)-9H-pyrido[3,2-b]azepin -9-one is reacted with tert-butoxybis(dimethylamino)methane to give the product as a solid.